From a dataset of the Open Reaction Database (ORD), a public repository of structured organic reaction records. describe an organic reaction: reactants, conditions, products, and yield The reactants are OO (H2O2), C1(=CC=CC=C1)C (toluene), CC(=O)CC(C)C (methylisobutyl ketone). The reagents and catalysts are [Ti] (titanium). The solvent is O (water). Conditions: temperature 90 celsius. The product is C1=CC(=CC=C1O)C (para cresol), C1=C(C=CC=C1O)C (meta cresol), C1(=CC=CC=C1O)C (ortho cresol). Reaction SMILES: [C:1]1([CH3:7])[CH:6]=[CH:5][CH:4]=[CH:3][CH:2]=1.[CH3:8][C:9]([CH2:11][CH:12]([CH3:14])[CH3:13])=[O:10].OO>[Ti].O>[CH:3]1[C:4]([OH:10])=[CH:5][CH:6]=[C:1]([CH3:7])[CH:2]=1.[CH:11]1[C:9]([OH:10])=[CH:8][CH:1]=[CH:13][C:12]=1[CH3:14].[C:1]1([CH3:7])[C:6]([OH:10])=[CH:5][CH:4]=[CH:3][CH:2]=1. Procedure: A 500-ml flask is charged with 150 mls toluene, 100 mls methylisobutyl ketone, 40 mls of water and 20 g of titanium silicalite. To this slurry there are added 25 mls of 36% H2O2 while maintaining the temperature to 90° C. There are obtained 8.5 g of para cresol, 1.2 g of meta cresol, 1.9 g of ortho cresol, with a yield relative to H2O2 of 21%. 100 mls of such a solution are distilled and 4.2 g of cresols are obtained, with the following distribution of the isomers: 73.2% of para cresol, 10.34% o... Reactants: CCCC(C(=O)OC)c1c(C)nc2cc(C(C)(C)C)nn2c1Cl, CN1CCc2cc(B3OC(C)(C)C(C)(C)O3)ccc21, CCN(C(C)C)C(C)C. Yields the product CCCC(C(=O)OC)c1c(C)nc2cc(C(C)(C)C)nn2c1-c1ccc2c(c1)CCN2C. As a reaction SMILES: [C:1]([CH3:2])([CH3:3])([CH3:4])[c:5]1[n:6][n:7]2[c:8]([n:9][c:10]([CH3:22])[c:11]([CH:14]([C:15](=[O:16])[O:17][CH3:18])[CH2:19][CH2:20][CH3:21])[c:12]2[Cl:13])[cH:23]1.[CH3:24][N:25]1[CH2:26][CH2:27][c:28]2[cH:29][c:30]([B:34]3[O:35][C:36]([CH3:37])([CH3:38])[C:39]([CH3:40])([CH3:41])[O:42]3)[cH:31][cH:32][c:33]21.[CH:43]([N:44]([CH:45]([CH3:46])[CH3:47])[CH2:48][CH3:49])([CH3:50])[CH3:51]>>[C:1]([CH3:2])([CH3:3])([CH3:4])[c:5]1[n:6][n:7]2[c:8]([n:9][c:10]([CH3:22])[c:11]([CH:14]([C:15](=[O:16])[O:17][CH3:18])[CH2:19][CH2:20][CH3:21])[c:12]2-[c:30]2[cH:29][c:28]3[c:33]([cH:32][cH:31]2)[N:25]([CH3:24])[CH2:26][CH2:27]3)[cH:23]1. Starting materials: O=C([O-])[O-], N#CN1c2ccccc2CCc2ccccc21, Cl, ClCCl, [Na+], [Na+]. Product: N#CN1c2ccccc2CC(Cl)c2ccccc21. RXN SMILES: [C:18](=[O:19])([O-:20])[O-:21].[C:1](#[N:2])[N:3]1[c:4]2[c:5]([cH:14][cH:15][cH:16][cH:17]2)[CH2:6][CH2:7][c:8]2[c:9]1[cH:10][cH:11][cH:12][cH:13]2.[Cl:24].[Cl:25][CH2:26][Cl:27].[Na+:22].[Na+:23]>>[C:1](#[N:2])[N:3]1[c:4]2[c:5]([cH:14][cH:15][cH:16][cH:17]2)[CH:6]([Cl:25])[CH2:7][c:8]2[c:9]1[cH:10][cH:11][cH:12][cH:13]2. The product is C(C1=CC=CC=C1)OC(=O)C1(COCCC1)C(C)O (3-(1-Hydroxy-ethyl)-tetrahydro-pyran-3-carboxylic acid benzyl ester). Solvent: O1CCCC1 (tetrahydrofuran), O1CCCC1 (tetrahydrofuran). Run at temperature -78 celsius, time 25 minute. The reactants are C(C1=CC=CC=C1)OC(=O)C1COCCC1 (tetrahydro-pyran-3-carboxylic acid benzyl ester), C(C)(C)NC(C)C (N,N-diisopropylamine), C(CCC)[Li] (n-butyllithium), hexanes, C(C)=O (acetaldehyde). Procedure details: A cooled (−78° C.) solution of N,N-diisopropylamine (4.7 mL, 33.316 mmol, dried over calcium hydride) in anhydrous tetrahydrofuran (60 mL) was treated with a solution of n-butyllithium in hexanes (12.5 mL, 31.234 mmol, 2.5 M). After stirring at −78° C. for 25 minutes, the mixture was treated with a solution of tetrahydro-pyran-3-carboxylic acid benzyl ester (4.587 g, 20.823 mmol) in anhydrous tetrahydrofuran (20 mL). After stirring at −78° C. for 15 minutes, the mixture was treated with acetalde... The yield is 40.2%. Reaction SMILES: C(NC(C)C)(C)C.C([Li])CCC.[CH2:13]([O:20][C:21]([CH:23]1[CH2:28][CH2:27][CH2:26][O:25][CH2:24]1)=[O:22])[C:14]1[CH:19]=[CH:18][CH:17]=[CH:16][CH:15]=1.[CH:29](=[O:31])[CH3:30]>O1CCCC1>[CH2:13]([O:20][C:21]([C:23]1([CH:29]([OH:31])[CH3:30])[CH2:28][CH2:27][CH2:26][O:25][CH2:24]1)=[O:22])[C:14]1[CH:15]=[CH:16][CH:17]=[CH:18][CH:19]=1. The product is O=C(O)c1c(C(F)(F)F)nc2sccn12. Reactants: CC(C)(C)O, ClC(Cl)Cl, [O-][Cl+][O-], FC(F)(F)c1cn2ccsc2n1, [Na+], CN(C)C=O, O, O=P(Cl)(Cl)Cl. As a reaction SMILES: [C:31]([OH:32])([CH3:33])([CH3:34])[CH3:35].[CH:27]([Cl:28])([Cl:29])[Cl:30].[Cl+:23]([O-:24])[O-:25].[F:11][C:12]([c:13]1[n:14][c:15]2[s:16][cH:17][cH:18][n:19]2[cH:20]1)([F:21])[F:22].[Na+:26].[O:6]=[CH:7][N:8]([CH3:9])[CH3:10].[OH2:36].[P:1]([Cl:2])([Cl:3])([Cl:4])=[O:5]>>[OH:6][C:7]([c:20]1[c:13]([C:12]([F:11])([F:21])[F:22])[n:14][c:15]2[s:16][cH:17][cH:18][n:19]21)=[O:24].